Dataset: the Open Reaction Database (ORD), a public repository of structured organic reaction records. Task: describe an organic reaction: reactants, conditions, products, and yield The reactants are FC(C(CC(=O)OC(C)C)=O)(F)F (Isopropyl 4,4,4-trifluoroacetoacetate), [H][H] (Hydrogen). The reagents and catalysts are [Pt] (platinum). The solvent is C(C)N(CC)CC (triethylamine). Reaction conditions: temperature 40 celsius, time 6 hour. Product: FC(C(CC(=O)OC(C)C)O)(F)F (isopropyl 4,4,4-trifluoro-3-hydroxybutyrate). The yield is 96.0%. Reaction SMILES: [F:1][C:2]([F:13])([F:12])[C:3](=[O:11])[CH2:4][C:5]([O:7][CH:8]([CH3:10])[CH3:9])=[O:6].[H][H]>[Pt].C(N(CC)CC)C>[F:1][C:2]([F:12])([F:13])[CH:3]([OH:11])[CH2:4][C:5]([O:7][CH:8]([CH3:10])[CH3:9])=[O:6]. Procedure details: Isopropyl 4,4,4-trifluoroacetoacetate (50 g), under a blanket of nitrogen gas, is heated to 40° C. and treated with platinum (0.1 g of 5% Pt/C, 0.01% load) and triethylamine (0.2 g, 0.4 % load). Hydrogen is charged to a pressure of 5 bars, and the mixture agitated at 40° C. for 6h. After filtration to remove the catalyst, 48.5 g (96% yield) of isopropyl 4,4,4-trifluoro-3-hydroxybutyrate is obtained. Reactants: C(\C=C/C(=O)O)(=O)O.FC(CN=C(NC1=NC(=NC=C1)SCCCS)N)(F)F (3-[4-(2-[2,2,2-trifluoroethyl]guanidino)pyrimid-2-ylthio]propanethiol hydrogen maleate), C[O-].[Na+] (sodium methoxide), ICC(=O)N (2-iodoacetamide). Solvent: CO (MeOH). Reaction conditions: time 24 hour. Yields the product FC(CN=C(NC1=NC(=NC=C1)SCCCSCC(=O)N)N)(F)F (2-[3-(4-[2-(2,2,2-trifluoroethyl)guanidino]pyrimid-2-ylthio)propylthio]acetamide). Reaction SMILES: C(O)(=O)/C=C\C(O)=O.[F:9][C:10]([F:28])([F:27])[CH2:11][N:12]=[C:13]([NH2:26])[NH:14][C:15]1[CH:20]=[CH:19][N:18]=[C:17]([S:21][CH2:22][CH2:23][CH2:24][SH:25])[N:16]=1.C[O-].[Na+].I[CH2:33][C:34]([NH2:36])=[O:35]>CO>[F:28][C:10]([F:9])([F:27])[CH2:11][N:12]=[C:13]([NH2:26])[NH:14][C:15]1[CH:20]=[CH:19][N:18]=[C:17]([S:21][CH2:22][CH2:23][CH2:24][S:25][CH2:33][C:34]([NH2:36])=[O:35])[N:16]=1 |f:0.1,2.3|. Procedure: A solution of 3-[4-(2-[2,2,2-trifluoroethyl]guanidino)pyrimid-2-ylthio]propanethiol hydrogen maleate (147 mg.) and sodium methoxide (70 mg.) in MeOH was treated with 2-iodoacetamide (123 mg.) and the solution stirred at room temperature for 24 hours and then evaporated to dryness. The residue was partitioned between water and EtOAc, and the EtOAc phase was dried and evaporated to dryness. The residue was purified by preparative tlc on silica gel using EtOAc/MeOH/concentrated aqueous ammonia (s.g... RXN SMILES: C(OC(=O)[NH:7][C:8]1[CH:13]=[C:12]([F:14])[C:11]([C:15]([F:18])([F:17])[F:16])=[CH:10][C:9]=1[NH:19][C:20](=[O:38])[CH2:21][C:22]([C:24]1[CH:29]=[CH:28][CH:27]=[C:26]([C:30]2[CH:35]=[C:34]([CH3:36])[N:33]=[C:32]([CH3:37])[CH:31]=2)[CH:25]=1)=O)(C)(C)C.C(O)(C(F)(F)F)=O>C(Cl)Cl>[CH3:37][C:32]1[CH:31]=[C:30]([C:26]2[CH:25]=[C:24]([C:22]3[CH2:21][C:20](=[O:38])[NH:19][C:9]4[CH:10]=[C:11]([C:15]([F:16])([F:17])[F:18])[C:12]([F:14])=[CH:13][C:8]=4[N:7]=3)[CH:29]=[CH:28][CH:27]=2)[CH:35]=[C:34]([CH3:36])[N:33]=1. Run in C(Cl)Cl (CH2Cl2). Reactants: C(C)(C)(C)OC(NC1=C(C=C(C(=C1)F)C(F)(F)F)NC(CC(=O)C1=CC(=CC=C1)C1=CC(=NC(=C1)C)C)=O)=O ((2-{3-[3-(2,6-dimethyl-pyridin-4-yl)-phenyl]-3-oxo-propionylamino}-5-fluoro-4-trifluoromethyl-phenyl)-carbamic acid tert-butyl ester), C(=O)(C(F)(F)F)O (TFA). The yield is 74.0%. Yields the product CC1=NC(=CC(=C1)C=1C=C(C=CC1)C1=NC2=C(NC(C1)=O)C=C(C(=C2)F)C(F)(F)F)C (4-[3-(2,6-Dimethyl-pyridin-4-yl)-phenyl]-7-fluoro-8-trifluoromethyl-1,3-dihydro-benzo[b][1,4]diazepin-2-one), solid. Reported procedure: The title compound was prepared from (2-{3-[3-(2,6-dimethyl-pyridin-4-yl)-phenyl]-3-oxo-propionylamino}-5-fluoro-4-trifluoromethyl-phenyl)-carbamic acid tert-butyl ester (Example M220) (291 mg, 0.533 mmol) by treatment with TFA in CH2Cl2 according to the general procedure N. Obtained as a white solid (169 mg, 74%). The reactants are N1(CCCCC1)N1C(C(C2=CC=CC=C12)CC1=CC=NC=C1)=O (1,3-dihydro-1-(1-piperidinyl)-3-(4-pyridinyl methyl)-2H-indol-2-one), [H-].[Na+] (sodium hydride), O=O (oxygen). Yields the product OC1(C(N(C2=CC=CC=C12)N1CCCCC1)=O)CC1=CC=NC=C1 (1,3-dihydro-3-hydroxy-1-(1-piperidinyl)-3-(4-pyridinyl methyl)-2H-indol-2-one). Isolated yield 25.0%. As a reaction SMILES: [N:1]1([N:7]2[C:15]3[C:10](=[CH:11][CH:12]=[CH:13][CH:14]=3)[CH:9]([CH2:16][C:17]3[CH:22]=[CH:21][N:20]=[CH:19][CH:18]=3)[C:8]2=[O:23])[CH2:6][CH2:5][CH2:4][CH2:3][CH2:2]1.[H-].[Na+].[O:26]=O>>[OH:26][C:9]1([CH2:16][C:17]2[CH:22]=[CH:21][N:20]=[CH:19][CH:18]=2)[C:10]2[C:15](=[CH:14][CH:13]=[CH:12][CH:11]=2)[N:7]([N:1]2[CH2:6][CH2:5][CH2:4][CH2:3][CH2:2]2)[C:8]1=[O:23] |f:1.2|. Reported procedure: 1,3-dihydro-1-(1-piperidinyl)-3-(4-pyridinyl methyl)-2H-indol-2-one could be reacted with sodium hydride and oxygen as reported in Example 22. After column chromatography, the product was recrystallized from hexane-chloroform to give the product as a brown solid, m.p. 156°-158° C. in 25% yield. High Res. Mass Spec. Calcd. for C19H21N3O2 : 324.1712(M+H). Found: 324.1709. Reactants: [H-].[Na+] (sodium hydride), C1=NC=CC2=CC=C(C=C12)OCCO (2-(7-isoquinolyloxy)ethanol), COC(C(C1=CC=C(C=C1)O)=O)=O (4-hydroxy-alpha-oxobenzeneacetic acid methyl ester), S(C)(=O)(=O)[O-] (mesylate). Reagents/catalysts: C(C)(=O)O (acetic acid). Solvent: CN(C=O)C (dimethylformamide). Reaction conditions: temperature 60 celsius, time 15 minute. The product is COC(C(C1=CC=C(C=C1)OCCOC1=CC=C2C=CN=CC2=C1)=O)=O (4-[[2-(7-isoquinolyloxy)ethyl]oxy]-alpha-oxobenzeneacetic acid methyl ester). Isolated yield 39.4%. Reaction SMILES: [CH3:1][O:2][C:3](=[O:13])[C:4](=[O:12])[C:5]1[CH:10]=[CH:9][C:8]([OH:11])=[CH:7][CH:6]=1.[H-].[Na+].S([O-])(=O)(=O)C.[CH:21]1[C:30]2[C:25](=[CH:26][CH:27]=[C:28]([O:31][CH2:32][CH2:33]O)[CH:29]=2)[CH:24]=[CH:23][N:22]=1>CN(C)C=O.C(O)(=O)C>[CH3:1][O:2][C:3](=[O:13])[C:4](=[O:12])[C:5]1[CH:10]=[CH:9][C:8]([O:11][CH2:33][CH2:32][O:31][C:28]2[CH:29]=[C:30]3[C:25]([CH:24]=[CH:23][N:22]=[CH:21]3)=[CH:26][CH:27]=2)=[CH:7][CH:6]=1 |f:1.2|. Reported procedure: A stirred mixture of 4-hydroxy-alpha-oxobenzeneacetic acid methyl ester (1.267 g) in dimethylformamide (10 mL) under argon was treated with 55% sodium hydride (0.305 g), stirred for 15 minutes and treated with the mesylate prepared from 1.135 g of 2-(7-isoquinolyloxy)ethanol. The mixture was heated under argon at 60° C. for 5 hours. The cooled mixture was treated with glacial acetic acid (2 drops) and the volatiles were removed under vacuum. The residue was partitioned between dichloromethane an... Reactants: CS(C)=O, CCN(C(C)C)C(C)C, Fc1cccc(-c2csc(N3CCNCC3)n2)c1F, O, O=C(Nc1cccnc1)OCC(Cl)(Cl)Cl. The product is O=C(Nc1cccnc1)N1CCN(c2nc(-c3cccc(F)c3F)cs2)CC1. As a reaction SMILES: [CH3:45][S:46](=[O:47])[CH3:48].[CH:35]([N:36]([CH:37]([CH3:38])[CH3:39])[CH2:40][CH3:41])([CH3:42])[CH3:43].[F:16][c:17]1[c:18](-[c:24]2[n:25][c:26]([N:29]3[CH2:30][CH2:31][NH:32][CH2:33][CH2:34]3)[s:27][cH:28]2)[cH:19][cH:20][cH:21][c:22]1[F:23].[OH2:44].[n:1]1[cH:2][c:3]([NH:7][C:8]([O:9][CH2:10][C:11]([Cl:12])([Cl:13])[Cl:14])=[O:15])[cH:4][cH:5][cH:6]1>>[n:1]1[cH:2][c:3]([NH:7][C:8](=[O:15])[N:32]2[CH2:31][CH2:30][N:29]([c:26]3[n:25][c:24](-[c:18]4[c:17]([F:16])[c:22]([F:23])[cH:21][cH:20][cH:19]4)[cH:28][s:27]3)[CH2:34][CH2:33]2)[cH:4][cH:5][cH:6]1. Reactants: C1(=CC=CC=C1)C1=NC(=NC=C1)N1CC2CNCC2C1 (2-(4-Phenyl-pyrimidin-2-yl)-octahydro-pyrrolo[3,4-c]pyrrole), FC=1C=CC(=C(C(=O)O)C1)C1=NC=CC=N1 (5-Fluoro-2-pyrimidin-2-yl-benzoic acid). The product is FC=1C=CC(=C(C1)C(=O)N1CC2CN(CC2C1)C1=NC=CC(=N1)C1=CC=CC=C1)C1=NC=CC=N1 (2-[(5-Fluoro-2-pyrimidin-2-ylphenyl)carbonyl]-5-(4-phenylpyrimidin-2-yl)octahydropyrrolo[3,4-c]pyrrole). As a reaction SMILES: [C:1]1([C:7]2[CH:12]=[CH:11][N:10]=[C:9]([N:13]3[CH2:20][CH:19]4[CH:15]([CH2:16][NH:17][CH2:18]4)[CH2:14]3)[N:8]=2)[CH:6]=[CH:5][CH:4]=[CH:3][CH:2]=1.[F:21][C:22]1[CH:23]=[CH:24][C:25]([C:31]2[N:36]=[CH:35][CH:34]=[CH:33][N:32]=2)=[C:26]([CH:30]=1)[C:27](O)=[O:28]>>[F:21][C:22]1[CH:23]=[CH:24][C:25]([C:31]2[N:32]=[CH:33][CH:34]=[CH:35][N:36]=2)=[C:26]([C:27]([N:17]2[CH2:16][CH:15]3[CH:19]([CH2:20][N:13]([C:9]4[N:8]=[C:7]([C:1]5[CH:2]=[CH:3][CH:4]=[CH:5][CH:6]=5)[CH:12]=[CH:11][N:10]=4)[CH2:14]3)[CH2:18]2)=[O:28])[CH:30]=1. Procedure: The title compound was prepared in a manner analogous to Example 15 utilizing Intermediate 26 and Intermediate 13. MS (ESI): mass calculated for C27H23FN6O, 466.52; m/z found 467.2 [M+H]+. 1H NMR (400 MHz, CDCl3): 8.72-8.66 (m, 2H), 8.44-8.29 (m, 2H), 8.16-8.02 (m, 2H), 7.53-7.45 (m, 3H), 7.21-7.14 (m, 1H), 7.10-7.06 (m, 1H), 7.01-6.98 (m, 1H), 6.87 (br s, 1H), 4.05-3.50 (m, 7H), 3.31-2.98 (m, 3H).